This data is from the Open Reaction Database (ORD), a public repository of structured organic reaction records. The task is: describe an organic reaction: reactants, conditions, products, and yield Yields the product O=c1[nH]cc(Cl)c2ccc(Br)cc12. Reaction SMILES: [Br:9][c:10]1[cH:11][cH:12][c:13]2[cH:14][cH:15][nH:16][c:17](=[O:20])[c:18]2[cH:19]1.[CH3:21][C:22]#[N:23].[Cl:1][N:2]1[C:3](=[O:4])[CH2:5][CH2:6][C:7]1=[O:8]>>[Cl:1][c:14]1[c:13]2[cH:12][cH:11][c:10]([Br:9])[cH:19][c:18]2[c:17](=[O:20])[nH:16][cH:15]1. Reactants: O=c1[nH]ccc2ccc(Br)cc12, CC#N, O=C1CCC(=O)N1Cl.